Task: describe an organic reaction: reactants, conditions, products, and yield. Dataset: the Open Reaction Database (ORD), a public repository of structured organic reaction records Starting materials: COC(C1=CC(=C(C(=C1)Cl)CC1=NNC(C(=C1)C(C)C)=O)Cl)=O (3,5-Dichloro-4-(5-isopropyl-6-oxo-1,6-dihydro-pyridazin-3-ylmethyl)-benzoic acid methyl ester), solution, [H-].C(C(C)C)[Al+]CC(C)C (diisobutylaluminum hydride), solution, [H-].C(C(C)C)[Al+]CC(C)C (diisobutylaluminum hydride). Run in O1CCCC1 (tetrahydrofuran), O1CCCC1 (tetrahydrofuran), O1CCCC1 (tetrahydrofuran). Conditions: time 24 hour. Product: ClC1=C(CC=2C=C(C(NN2)=O)C(C)C)C(=CC(=C1)CO)Cl (6-(2,6-Dichloro-4-hydroxymethyl-benzyl)-4-isopropyl-pyridazin-3-one). Yield: 114.1%. As a reaction SMILES: C[O:2][C:3](=O)[C:4]1[CH:9]=[C:8]([Cl:10])[C:7]([CH2:11][C:12]2[CH:17]=[C:16]([CH:18]([CH3:20])[CH3:19])[C:15](=[O:21])[NH:14][N:13]=2)=[C:6]([Cl:22])[CH:5]=1.[H-].C([Al+]CC(C)C)C(C)C>O1CCCC1>[Cl:10][C:8]1[CH:9]=[C:4]([CH2:3][OH:2])[CH:5]=[C:6]([Cl:22])[C:7]=1[CH2:11][C:12]1[CH:17]=[C:16]([CH:18]([CH3:20])[CH3:19])[C:15](=[O:21])[NH:14][N:13]=1 |f:1.2|. Reported procedure: A mixture of 3,5-dichloro-4-(5-isopropyl-6-oxo-1,6-dihydro-pyridazin-3-ylmethyl)-benzoic acid methyl ester (52) (160 mg, 0.45 mmol) in tetrahydrofuran (5 mL) at 25° C. was treated with a 1M solution of diisobutylaluminum hydride in tetrahydrofuran (2.7 mL, 2.7 mmol). The reaction was stirred at room temperature for 24 h. A TLC of the reaction indicated that starting material was still present. An additional amount of the 1M solution of diisobutylaluminum hydride in tetrahydrofuran (1.0 mL) was a... Reactants: CN1CCN(CCCNc2ccccc2[N+](=O)[O-])CC1, [Cl-], Cl. Product: CN1CCN(CCCNc2ccccc2N)CC1. Reaction SMILES: [CH3:2][N:3]1[CH2:4][CH2:5][N:6]([CH2:9][CH2:10][CH2:11][NH:12][c:13]2[c:14]([N+:19]([O-:20])=[O:21])[cH:15][cH:16][cH:17][cH:18]2)[CH2:7][CH2:8]1.[Cl-:1].[ClH:22]>>[CH3:2][N:3]1[CH2:4][CH2:5][N:6]([CH2:9][CH2:10][CH2:11][NH:12][c:13]2[c:14]([NH2:19])[cH:15][cH:16][cH:17][cH:18]2)[CH2:7][CH2:8]1. Run in CN(C)C=O (DMF). The yield is 154.1%. Reaction SMILES: C(N1CCN(C2C3[CH:15]=[CH:16][S:17][C:13]=3[CH:12]=C(C3C=CC(O)=CC=3)N=2)CC1)C.[H-].[Na+].[H][H].Br[CH2:30][C:31]([O:33]CC)=[O:32]>CN(C=O)C>[CH3:12][C:13]1[S:17][CH:16]=[CH:15][C:30]=1[C:31]([OH:33])=[O:32] |f:1.2|. Starting materials: BrCC(=O)OCC (ethyl bromoacetate), C(C)N1CCN(CC1)C1=NC(=CC2=C1C=CS2)C2=CC=C(C=C2)O (4-(4-Ethylpiprazin-1-yl)-6-(4-hydroxyphenyl)thieno[3,2-c]pyridine), [H][H] (hydrogen), [H-].[Na+] (sodium hydride). Reaction conditions: temperature 0 celsius, time 30 minute. Yields the product CC=1SC=CC1C(=O)O (2-Methyl-3-thiophenecarboxylic acid). Procedure details: 4-(4-Ethylpiprazin-1-yl)-6-(4-hydroxyphenyl)thieno[3,2-c]pyridine (1.10 g) was dissolved in DMF (30 ml), followed by the addition of 60% sodium hydride (0.18 g). After the evolution of hydrogen was ceased, ethyl bromoacetate (0.55 g) was added thereto, which was then stirred at 0° C. for 30 min. The reaction solution was partitioned between ethyl acetate and water. The organic layer was washed with water, dried and evaporated. The resulting residue was dissolved in THF (30 ml), followed by the a... Reactants: O=C(CCCCN1CCC(Cc2ccccc2)CC1)NNC(=O)c1ccc([N+](=O)[O-])cc1, CO, [H][H]. The product is Nc1ccc(C(=O)NNC(=O)CCCCN2CCC(Cc3ccccc3)CC2)cc1. RXN SMILES: [CH2:1]([c:2]1[cH:3][cH:4][cH:5][cH:6][cH:7]1)[CH:8]1[CH2:9][CH2:10][N:11]([CH2:14][CH2:15][CH2:16][CH2:17][C:18](=[O:19])[NH:20][NH:21][C:22]([c:23]2[cH:24][cH:25][c:26]([N+:29]([O-:30])=[O:31])[cH:27][cH:28]2)=[O:32])[CH2:12][CH2:13]1.[CH3:35][OH:36].[H:33][H:34]>>[CH2:1]([c:2]1[cH:3][cH:4][cH:5][cH:6][cH:7]1)[CH:8]1[CH2:9][CH2:10][N:11]([CH2:14][CH2:15][CH2:16][CH2:17][C:18](=[O:19])[NH:20][NH:21][C:22]([c:23]2[cH:24][cH:25][c:26]([NH2:29])[cH:27][cH:28]2)=[O:32])[CH2:12][CH2:13]1. Reactants: OC[C@@H]1CC[C@H](CC1)NC(OC(C)(C)C)=O (Tert-butyl [trans-4-(hydroxymethyl)cyclohexyl]carbamate), CC(=O)OI1(C=2C=CC=CC2C(=O)O1)(OC(=O)C)OC(=O)C (Dess-Martin reagent), C(O)([O-])=O.[Na+] (sodium hydrogen carbonate). The solvent is ClCCl (dichloromethane). Conditions: time 16 hour. Product: C(=O)[C@@H]1CC[C@H](CC1)NC(OC(C)(C)C)=O (Tert-butyl (trans-4-formylcyclohexyl)carbamate). Yield: 100.9%. As a reaction SMILES: [OH:1][CH2:2][C@H:3]1[CH2:8][CH2:7][C@H:6]([NH:9][C:10](=[O:16])[O:11][C:12]([CH3:15])([CH3:14])[CH3:13])[CH2:5][CH2:4]1.CC(OI1(OC(C)=O)(OC(C)=O)OC(=O)C2C=CC=CC1=2)=O.C(=O)([O-])O.[Na+]>ClCCl>[CH:2]([C@H:3]1[CH2:4][CH2:5][C@H:6]([NH:9][C:10](=[O:16])[O:11][C:12]([CH3:14])([CH3:13])[CH3:15])[CH2:7][CH2:8]1)=[O:1] |f:2.3|. Reported procedure: To a dichloromethane (30 mL) solution of the compound (1.6 g) obtained in Example 22, a Dess-Martin reagent (3.97 g) was added at 0° C. The reaction solution was stirred at room temperature for 16 hours. To the reaction solution, an aqueous saturated sodium hydrogen carbonate solution (50 mL) was added, and then aqueous layer was extracted with dichloromethane. The combined organic layer was washed with saturated brine and then dried over anhydrous magnesium sulfate. After removing the anhydrous... Starting materials: CNC(=O)N (methylurea), O1CCCC1 (tetrahydrofuran), C(C)(=O)OCC (ethyl acetate), C(C(=O)Cl)(=O)Cl (oxalyl chloride). Run in O (water). Conditions: time 30 minute. The product is CN1C(NC(C1=O)=O)=O (1-methylimidazolidinetrione). The yield is 87.6%. RXN SMILES: [CH3:1][NH:2][C:3]([NH2:5])=[O:4].O1CCCC1.[C:11](Cl)(=[O:15])[C:12](Cl)=[O:13].C(OCC)(=O)C>O>[CH3:1][N:2]1[C:12](=[O:13])[C:11](=[O:15])[NH:5][C:3]1=[O:4]. Reported procedure: 6.6 g of methylurea was added to 200 ml of anhydrous tetrahydrofuran and the suspension was stirred in an ice-water bath. 12.5 g of oxalyl chloride was added dropwise to the suspension, and the stirring was continued for 30 minutes in an ice-water bath. 200 ml of ethyl acetate and 70 ml of water were added to the reaction mixture and the organic layer was obtained by extraction. The water layer was further extracted with 130 ml of ethyl acetate. The resulting organic layer was dried over anhydro... Reactants: COC(=O)C(CNC(=O)c1ccccc1)C(C)=O, CO, ClCCl, [H][H]. Yields the product COC(=O)C(CNC(=O)c1ccccc1)C(C)O. Reaction SMILES: [C:1]([c:2]1[cH:3][cH:4][cH:5][cH:6][cH:7]1)(=[O:8])[NH:9][CH2:10][CH:11]([C:12](=[O:13])[O:14][CH3:15])[C:16]([CH3:17])=[O:18].[CH3:21][OH:22].[Cl:23][CH2:24][Cl:25].[H:19][H:20]>>[C:1]([c:2]1[cH:3][cH:4][cH:5][cH:6][cH:7]1)(=[O:8])[NH:9][CH2:10][CH:11]([C:12](=[O:13])[O:14][CH3:15])[CH:16]([CH3:17])[OH:18].